The task is: describe an organic reaction: reactants, conditions, products, and yield. This data is from the Open Reaction Database (ORD), a public repository of structured organic reaction records. The reactants are FC=1C=CC(=NC1)COC1=CC(N(C=C1)CCC1=CC2=C(CCN(CC2)C(C(F)(F)F)=O)C=C1)=O (4-(5-fluoro-pyridin-2-ylmethoxy)-1-{2-[3-(2,2,2-trifluoro-acetyl)-2,3,4,5-tetrahydro-1H-3-benzazepin-7-yl]-ethyl}-1H-pyridin-2-one), [OH-].[Na+] (NaOH). The solvent is CO (MeOH). Run at time 8 hour. Product: FC=1C=CC(=NC1)COC1=CC(N(C=C1)CCC1=CC2=C(CCNCC2)C=C1)=O (4-(5-Fluoro-pyridin-2-ylmethoxy)-1-[2-(2,3,4,5-tetrahydro-1H-3-benzazepin-7-yl)-ethyl]-1H-pyridin-2-one). As a reaction SMILES: [F:1][C:2]1[CH:3]=[CH:4][C:5]([CH2:8][O:9][C:10]2[CH:15]=[CH:14][N:13]([CH2:16][CH2:17][C:18]3[CH:34]=[CH:33][C:21]4[CH2:22][CH2:23][N:24](C(=O)C(F)(F)F)[CH2:25][CH2:26][C:20]=4[CH:19]=3)[C:12](=[O:35])[CH:11]=2)=[N:6][CH:7]=1.[OH-].[Na+]>CO>[F:1][C:2]1[CH:3]=[CH:4][C:5]([CH2:8][O:9][C:10]2[CH:15]=[CH:14][N:13]([CH2:16][CH2:17][C:18]3[CH:34]=[CH:33][C:21]4[CH2:22][CH2:23][NH:24][CH2:25][CH2:26][C:20]=4[CH:19]=3)[C:12](=[O:35])[CH:11]=2)=[N:6][CH:7]=1 |f:1.2|. Procedure: To 350 mg (0.72 mmol) 4-(5-fluoro-pyridin-2-ylmethoxy)-1-{2-[3-(2,2,2-trifluoro-acetyl)-2,3,4,5-tetrahydro-1H-3-benzazepin-7-yl]-ethyl}-1H-pyridin-2-one (preparation 23.10a) in 10 mL MeOH is added 1.1 mL (1.10 mmol) 1 M aqueous NaOH-solution. The reaction mixture is stirred overnight at RT. After filtration is the residue purified via reverse HPLC chromatography (Waters Xbridge; water (0.3% NH4OH)/acetonitrile (0.3% NH4OH) 95:5 to 5:95). Reactants: C(C)(C)[Mg]Br (isopropylmagnesium bromide), BrC1=C(C(=C(C=C1)Cl)OC)F (1-bromo-4-chloro-2-fluoro-3-methoxybenzene), C(C)(C)OB1OC(C(O1)(C)C)(C)C (2-isopropoxy-4,4,5,5-tetramethyl-1,3,2-dioxaborolane). Run in O1CCCC1 (tetrahydrofuran). Reaction conditions: temperature 0 celsius, time 1 hour. The product is ClC1=C(C(=C(C=C1)B1OC(C(O1)(C)C)(C)C)F)OC (2-(4-chloro-2-fluoro-3-methoxyphenyl)-4,4,5,5-tetramethyl-1,3,2-dioxaborolane). Isolated yield 69.1%. As a reaction SMILES: Br[C:2]1[CH:7]=[CH:6][C:5]([Cl:8])=[C:4]([O:9][CH3:10])[C:3]=1[F:11].C([Mg]Br)(C)C.C(O[B:21]1[O:25][C:24]([CH3:27])([CH3:26])[C:23]([CH3:29])([CH3:28])[O:22]1)(C)C>O1CCCC1>[Cl:8][C:5]1[CH:6]=[CH:7][C:2]([B:21]2[O:25][C:24]([CH3:27])([CH3:26])[C:23]([CH3:29])([CH3:28])[O:22]2)=[C:3]([F:11])[C:4]=1[O:9][CH3:10]. Procedure details: To a stirred solution of 1-bromo-4-chloro-2-fluoro-3-methoxybenzene (2.6 g, 10.86 mmol) in tetrahydrofuran (30 mL) cooled to −10° C. was added isopropylmagnesium bromide (4.49 mL, 13.03 mmol) dropwise and the reaction mixture was stirred at this temperature for 1 h. The reaction mixture was then warmed to 0° C. and stirred for 1 h. The reaction mixture was cooled to −10° C. and 2-isopropoxy-4,4,5,5-tetramethyl-1,3,2-dioxaborolane (2.215 mL, 10.86 mmol) was added dropwise. The reaction mixture wa... Starting materials: C1(C=2C(C(N1CCCC1=NC3=C(N1)C=CC(=C3)C=3C(CC(NN3)=O)C)=O)=CC=CC2)=O (6-[2-(3-phthalimidopropyl)-1H-benzimidazol -5-yl]-4,5-dihydro-5-methyl-3(2H)-pyridazinone), O.NN (hydrazine hydrate), C([O-])([O-])=O.[K+].[K+] (potassium carbonate). The solvent is C(C)O (ethanol). Yields the product NCCCC1=NC2=C(N1)C=CC(=C2)C=2C(CC(NN2)=O)C (6-[2-(3-aminopropyl)-1H-benzimidazol-5-yl]-4,5-dihydro-5-methyl-3(2H) -pyridazinone). Isolated yield 50.9%. As a reaction SMILES: C1(=O)[N:5]([CH2:6][CH2:7][CH2:8][C:9]2[NH:13][C:12]3[CH:14]=[CH:15][C:16]([C:18]4[CH:19]([CH3:25])[CH2:20][C:21](=[O:24])[NH:22][N:23]=4)=[CH:17][C:11]=3[N:10]=2)C(=O)C2=CC=CC=C12.O.NN.C(=O)([O-])[O-].[K+].[K+]>C(O)C>[NH2:5][CH2:6][CH2:7][CH2:8][C:9]1[NH:13][C:12]2[CH:14]=[CH:15][C:16]([C:18]3[CH:19]([CH3:25])[CH2:20][C:21](=[O:24])[NH:22][N:23]=3)=[CH:17][C:11]=2[N:10]=1 |f:1.2,3.4.5|. Procedure: 25.9 g (62 mmol) of 6-[2-(3-phthalimidopropyl)-1H-benzimidazol -5-yl]-4,5-dihydro-5-methyl-3(2H)-pyridazinone and 16.0 ml (330 mmol) of hydrazine hydrate are boiled under reflux in 300 ml of ethanol for 1 5 hours. The thick suspension obtained is concentrated by evaporation under vacuum and the residue is taken up with 500 ml of 2N hydrochloric acid and the solution is filtered. The filtrate is concentrated by evaporation under vacuum and after the addition of 100 ml of ethanol it is again conce... Starting materials: BrC[C@@H]1CC[C@H](CC1)CO (4-bromomethyl[trans]cyclohexylmethanol), C1(=CC=CC=C1)C(CC(=O)O)C1=CC=CC=C1 (3,3-diphenylpropionic acid). Yields the product BrC[C@@H]1CC[C@H](CC1)COC(CC(C1=CC=CC=C1)C1=CC=CC=C1)=O ({4-Bromomethyl[trans]cyclohexylmethyl}(3,3-diphenyl)propionate). Isolated yield 60.0%. RXN SMILES: [Br:1][CH2:2][C@H:3]1[CH2:8][CH2:7][C@H:6]([CH2:9][OH:10])[CH2:5][CH2:4]1.[C:11]1([CH:17]([C:22]2[CH:27]=[CH:26][CH:25]=[CH:24][CH:23]=2)[CH2:18][C:19](O)=[O:20])[CH:16]=[CH:15][CH:14]=[CH:13][CH:12]=1>>[Br:1][CH2:2][C@H:3]1[CH2:8][CH2:7][C@H:6]([CH2:9][O:10][C:19](=[O:20])[CH2:18][CH:17]([C:11]2[CH:16]=[CH:15][CH:14]=[CH:13][CH:12]=2)[C:22]2[CH:27]=[CH:26][CH:25]=[CH:24][CH:23]=2)[CH2:5][CH2:4]1. Procedure: From 4-bromomethyl[trans]cyclohexylmethanol and 3,3-diphenylpropionic acid. Yield: 60% (oil). Starting materials: saturated aqueous solution, C(=O)(O)[O-].[Na+] (NaHCO3), NCC1=CC=C(S1)S(=O)(=O)NCCCCCCCCCCCC (5-(aminomethyl)-N-dodecylthiophene-2-sulfonamide), FC(C1=CC=C(C=O)C=C1)(F)F (4-trifluoromethyl-benzaldehyde), [BH-](OC(=O)C)(OC(=O)C)OC(=O)C.[Na+] (NaBH(OAc)3). Solvent: ClCCCl (DCE). Reaction conditions: time 8 hour. Product: C(CCCCCCCCCCC)NS(=O)(=O)C=1SC(=CC1)CNCC1=CC=C(C=C1)C(F)(F)F (N-dodecyl-5-({[4-(trifluoromethyl)benzyl]amino}methyl)thiophene-2-sulfonamide). Isolated yield 64.7%. Reaction SMILES: [NH2:1][CH2:2][C:3]1[S:7][C:6]([S:8]([NH:11][CH2:12][CH2:13][CH2:14][CH2:15][CH2:16][CH2:17][CH2:18][CH2:19][CH2:20][CH2:21][CH2:22][CH3:23])(=[O:10])=[O:9])=[CH:5][CH:4]=1.[F:24][C:25]([F:35])([F:34])[C:26]1[CH:33]=[CH:32][C:29]([CH:30]=O)=[CH:28][CH:27]=1.[BH-](OC(C)=O)(OC(C)=O)OC(C)=O.[Na+].C([O-])(O)=O.[Na+]>ClCCCl>[CH2:12]([NH:11][S:8]([C:6]1[S:7][C:3]([CH2:2][NH:1][CH2:30][C:29]2[CH:28]=[CH:27][C:26]([C:25]([F:24])([F:34])[F:35])=[CH:33][CH:32]=2)=[CH:4][CH:5]=1)(=[O:9])=[O:10])[CH2:13][CH2:14][CH2:15][CH2:16][CH2:17][CH2:18][CH2:19][CH2:20][CH2:21][CH2:22][CH3:23] |f:2.3,4.5|. Procedure details: To a solution of 5-(aminomethyl)-N-dodecylthiophene-2-sulfonamide (797 mg, 2.21 mmol) and 4-trifluoromethyl-benzaldehyde (350 mg, 2.01 mmol) in DCE (50 mL) was added at once NaBH(OAc)3 (596 mg, 2.81 mmol) and the resulting mixture was stirred overnight at rt. 30 mL of a saturated aqueous solution of NaHCO3 were added to the reaction mixture, the aqueous layer was separated and washed with DCM (3×200 mL). The combined organic layers were dried over MgSO4, filtered and concentrated to afford a yel...